This data is from the Open Reaction Database (ORD), a public repository of structured organic reaction records. The task is: describe an organic reaction: reactants, conditions, products, and yield Starting materials: IC=1C=C(CBr)C=CC1 (3-iodobenzyl bromide), [C-]#N.[K+] (potassium cyanide). The reagents and catalysts are [Br-].C(CCC)[N+](CCCC)(CCCC)CCCC (tetra-n-butylammonium bromide). Solvent: C(Cl)Cl (methylene chloride), O (water). The product is IC=1C=C(C=CC1)CC#N (3-iodophenylacetonitrile). Yield: 90.8%. As a reaction SMILES: [C-:1]#[N:2].[K+].[I:4][C:5]1[CH:6]=[C:7]([CH:10]=[CH:11][CH:12]=1)[CH2:8]Br>[Br-].C([N+](CCCC)(CCCC)CCCC)CCC.O.C(Cl)Cl>[I:4][C:5]1[CH:6]=[C:7]([CH2:8][C:1]#[N:2])[CH:10]=[CH:11][CH:12]=1 |f:0.1,3.4|. Reported procedure: A mixture of potassium cyanide (4 g) and tetra-n-butylammonium bromide (0.32 g) in water (20 ml) was added to a solution of 3-iodobenzyl bromide (5.92 g) in methylene chloride (20 ml) and the mixture was heated to reflux for 2 hours. The organic phase was separated, washed with water, dried (MgSO4) and evaporated. The residue was purified by column chromatography using methylene chloride as eluent to give 3-iodophenylacetonitrile (4.4 g). The reactants are CC(C)(C)O, CC(C)=CCCc1cc(Cl)nc(Cl)n1, [K+], [K+], [K+], O=[Mn](=O)(=O)[O-], O=C([O-])[O-], O. Product: O=C(O)CCc1cc(Cl)nc(Cl)n1. RXN SMILES: [C:28]([OH:29])([CH3:30])([CH3:31])[CH3:32].[Cl:13][c:14]1[n:15][c:16]([CH2:21][CH2:22][CH:23]=[C:24]([CH3:25])[CH3:26])[cH:17][c:18]([Cl:20])[n:19]1.[K+:6].[K+:7].[K+:8].[Mn:1]([O-:2])(=[O:3])(=[O:4])=[O:5].[O-:9][C:10](=[O:11])[O-:12].[OH2:27]>>[O:9]=[C:10]([OH:12])[CH2:22][CH2:21][c:16]1[n:15][c:14]([Cl:13])[n:19][c:18]([Cl:20])[cH:17]1. Reactants: FC(C1=C(C(=C(C(=N1)C(F)(F)F)C(C(=O)OC)=O)CC(C)C)C(=O)OC)F (methyl 6-(difluoromethyl)-4-(2-methylpropyl) -5-(methoxycarbonyl)-2-(trifluoromethyl)-a-oxo-3-pyridineacetate), [OH-].[NH4+] (ammonium hydroxide), [Na+].[Cl-] (NaCl). Run in C(Cl)Cl (methylene chloride). Reaction conditions: time 2 hour. Yields the product FC(C1=C(C(=C(C(=N1)C(F)(F)F)C(C(=O)N)=O)CC(C)C)C(=O)OC)F (6-(difluoromethyl) -4-(2-methylpropyl)-5-(methoxycarbonyl)-2-(trifluoromethyl)-a-oxo-3-pyridineacetamide). RXN SMILES: [F:1][CH:2]([F:27])[C:3]1[N:8]=[C:7]([C:9]([F:12])([F:11])[F:10])[C:6]([C:13](=[O:18])[C:14]([O:16]C)=O)=[C:5]([CH2:19][CH:20]([CH3:22])[CH3:21])[C:4]=1[C:23]([O:25][CH3:26])=[O:24].[OH-].[NH4+:29].[Na+].[Cl-]>C(Cl)Cl>[F:1][CH:2]([F:27])[C:3]1[N:8]=[C:7]([C:9]([F:10])([F:11])[F:12])[C:6]([C:13](=[O:18])[C:14]([NH2:29])=[O:16])=[C:5]([CH2:19][CH:20]([CH3:22])[CH3:21])[C:4]=1[C:23]([O:25][CH3:26])=[O:24] |f:1.2,3.4|. Procedure details: To 16.5 g of methyl 6-(difluoromethyl)-4-(2-methylpropyl) -5-(methoxycarbonyl)-2-(trifluoromethyl)-a-oxo-3-pyridineacetate (prepared by example E of U.S. Pat. No. 5,298,479) in 60 ml of methylene chloride was added 25 ml of concentrated ammonium hydroxide. The reaction mixture was stirred for 2 h and the aqueous layer was saturated with NaCl and the organic was extracted into methylene chloride. The methylene chloride layer was dried (MgSO4) and concentrated in vacuo. The residue was recrystalli... Starting materials: CC(C)(CC(=O)O)c1ccccc1, CN1CCCN(C)C1=O, CSSC, CC(C)[N-]C(C)C, [Li+], C1CCOC1. Product: CSC(C(=O)O)C(C)(C)c1ccccc1. RXN SMILES: [CH3:1][C:2]([CH2:3][C:4](=[O:5])[OH:6])([c:7]1[cH:8][cH:9][cH:10][cH:11][cH:12]1)[CH3:13].[CH3:22][N:23]1[CH2:24][CH2:25][CH2:26][N:27]([CH3:28])[C:29]1=[O:30].[CH3:31][S:32][S:33][CH3:34].[CH:14]([N-:15][CH:16]([CH3:17])[CH3:18])([CH3:19])[CH3:20].[Li+:21].[O:35]1[CH2:36][CH2:37][CH2:38][CH2:39]1>>[CH3:1][C:2]([CH:3]([C:4](=[O:5])[OH:6])[S:32][CH3:31])([c:7]1[cH:8][cH:9][cH:10][cH:11][cH:12]1)[CH3:13].